From a dataset of the Open Reaction Database (ORD), a public repository of structured organic reaction records. describe an organic reaction: reactants, conditions, products, and yield Reactants: C[Si](C)(C)NC1=NC=NC(=N1)O[Si](C)(C)C (2-[(trimethylsilyl)amino]-4-[(trimethylsilyl)oxy]-s-triazine), C(C)(=O)O[C@H]1[C@H](OC(C2=CC=CC=C2)=O)[C@H](OC(C2=CC=CC=C2)=O)[C@H](O1)COC(C1=CC=CC=C1)=O (1-O-acetyl-2,3,5-tri-O-benzoyl-β-D-ribofuranose), CC#N (MeCN), S(=O)(=O)(C(F)(F)F)O (TfOH). Solvent: CS(=O)C (DMSO). Reaction conditions: temperature 55 celsius, time 35 minute. The product is C1=NC(=NC(=O)N1[C@H]2[C@@H]([C@@H]([C@H](O2)CO)O)O)N (azacitidine). Isolated yield 71.0%. RXN SMILES: C[Si]([NH:5][C:6]1[N:11]=[C:10]([O:12][Si](C)(C)C)[N:9]=[CH:8][N:7]=1)(C)C.C(O[C@@H:21]1[O:43][C@H:42]([CH2:44][O:45]C(=O)C2C=CC=CC=2)[C@@H:32]([O:33]C(=O)C2C=CC=CC=2)[C@H:22]1[O:23]C(=O)C1C=CC=CC=1)(=O)C.CC#N.S(O)(C(F)(F)F)(=O)=O>CS(C)=O>[CH:8]1[N:9]([C@@H:21]2[O:43][C@H:42]([CH2:44][OH:45])[C@@H:32]([OH:33])[C@H:22]2[OH:23])[C:10](=[O:12])[N:11]=[C:6]([NH2:5])[N:7]=1. Reported procedure: A mixture of 2-[(trimethylsilyl)amino]-4-[(trimethylsilyl)oxy]-s-triazine (4.5 Kg), 1-O-acetyl-2,3,5-tri-O-benzoyl-β-D-ribofuranose (8.8 Kg), anhydrous MeCN (34.6 Kg) and TfOH (600 g) were heated at 55° C. for 12.5 hours. The reaction mixture was cooled to 45° C., DMSO (29 Kg) was added, and the MeCN was evaporated at an internal temperature of <50° C. under vacuum until about 54 L of the solution. The solution was cooled to 23° C. MeOH (13.9 Kg) was added followed by a solution of 30% NaOMe in ...